This data is from the Open Reaction Database (ORD), a public repository of structured organic reaction records. The task is: describe an organic reaction: reactants, conditions, products, and yield The reactants are acyloxyalkyl carbamates, C1CC1(C(=O)O)N (ACPC), C(CCCCCC)(=O)OCCOC(=O)ON1C(CCC1=O)=O ((2,5-dioxoazolidinyloxycarbonyloxy)ethyl heptanoate). Yields the product C(CCCCCC)(=O)OCCOC(=O)NC1(CC1)C(=O)O (1-[(Heptanoyloxyethoxy)carbonylamino]cyclopropanecarboxylic Acid). The yield is 12.2%. RXN SMILES: [CH2:1]1[C:3]([NH2:7])([C:4]([OH:6])=[O:5])[CH2:2]1.[C:8]([O:16][CH2:17][CH2:18][O:19][C:20](ON1C(=O)CCC1=O)=[O:21])(=[O:15])[CH2:9][CH2:10][CH2:11][CH2:12][CH2:13][CH3:14]>>[C:8]([O:16][CH2:17][CH2:18][O:19][C:20]([NH:7][C:3]1([C:4]([OH:6])=[O:5])[CH2:2][CH2:1]1)=[O:21])(=[O:15])[CH2:9][CH2:10][CH2:11][CH2:12][CH2:13][CH3:14]. Reported procedure: Following the general procedure for the synthesis of acyloxyalkyl carbamates, ACPC (0.530 g, 5.2 mmol) and (2,5-dioxoazolidinyloxycarbonyloxy)ethyl heptanoate (1 g, 4.03 mmol) were reacted to provide 0.148 g (15.4% yield) of the title compound (13) as a white powder after work-up and mass-guided preparative HPLC purification. M.p.: 112.6-113.2° C. 1H NMR (CDCl3, 400 MHz): δ=6.79 (q, 1H), 5.81 (s, 0.2H), 5.4 (s, 0.8H), 2.3 (m, 2H), 1.64 (m, 4H), 1.51 (d, 3H), 1.32 (m, 8H), 0.98 (t, 3H). MS (ESI) ... Yield: 18.0%. Product: Compound 178, N1(N=CN=C1)CC(=O)N[C@H](C(=O)NC1=CC=C(C=C1)SC1=CC=C(C=C1)F)COCC1=CC=CC=C1 ((S)-2-(2-(1H-1,2,4-triazol-1-yl)acetamido)-3-(benzyloxy)-N-(4-(4-fluorophenylthio)phenyl)propanamide). The reactants are Cl.N1(N=CN=C1)CC(=O)O (2-(1H-1,2,4-triazol-1-yl)acetic acid hydrochloride), N[C@H](C(=O)NC1=CC=C(C=C1)SC1=CC=C(C=C1)F)COCC1=CC=CC=C1 ((S)-2-amino-3-(benzyloxy)-N-(4-(4-fluorophenylthio)phenyl)propanamide). Reaction SMILES: Cl.[N:2]1([CH2:7][C:8]([OH:10])=O)[CH:6]=[N:5][CH:4]=[N:3]1.[NH2:11][C@@H:12]([CH2:30][O:31][CH2:32][C:33]1[CH:38]=[CH:37][CH:36]=[CH:35][CH:34]=1)[C:13]([NH:15][C:16]1[CH:21]=[CH:20][C:19]([S:22][C:23]2[CH:28]=[CH:27][C:26]([F:29])=[CH:25][CH:24]=2)=[CH:18][CH:17]=1)=[O:14]>>[N:2]1([CH2:7][C:8]([NH:11][C@@H:12]([CH2:30][O:31][CH2:32][C:33]2[CH:34]=[CH:35][CH:36]=[CH:37][CH:38]=2)[C:13]([NH:15][C:16]2[CH:17]=[CH:18][C:19]([S:22][C:23]3[CH:28]=[CH:27][C:26]([F:29])=[CH:25][CH:24]=3)=[CH:20][CH:21]=2)=[O:14])=[O:10])[CH:6]=[N:5][CH:4]=[N:3]1 |f:0.1|. Procedure: Proceeding as in Example 1, but substituting 2-(1H-1,2,4-triazol-1-yl)acetic acid hydrochloride and (S)-2-amino-3-(benzyloxy)-N-(4-(4-fluorophenylthio)phenyl)propanamide, gave Compound 178, (S)-2-(2-(1H-1,2,4-triazol-1-yl)acetamido)-3-(benzyloxy)-N-(4-(4-fluorophenylthio)phenyl)propanamide (100.1 mg, 18%). 1H-NMR (400 MHz, CDCl3): δ 8.57 (s, 1H), 8.19 (s, 1H), 8.03 (s, 1H), 7.38-7.21 (m, 13H), 7.03-6.96 (m, 2H), 4.92 (s, 2H), 4.73-4.67 (m, 1H), 4.61 (d, 1H), 4.52 (d, 1H), 3.97-3.91 (dd, 1H), 3.5...